Dataset: the Open Reaction Database (ORD), a public repository of structured organic reaction records. Task: describe an organic reaction: reactants, conditions, products, and yield Starting materials: NCC(O)C1=CC(=CC=C1)Cl (2-amino-1-(3-chlorophenyl)ethanol), [BH4-].[Na+] (sodium borohydride), O=C(COC=1C=C(C(C(=O)OC)=CC1)C(=O)OC)C (dimethyl 4-(2-oxopropoxy)phthalate), C1=CC=CC=C1 (benzene). The solvent is CO (methanol). Product: COC(=O)C=1C=C(OCC(C)NCC(O)C2=CC(=CC=C2)Cl)C=CC1C(=O)OC (2-{2-[3,4-Bis(methoxycarbonyl)phenoxy]-1-methylethyl}amino-1-(3-chlorophenyl)ethanol). RXN SMILES: [NH2:1][CH2:2][CH:3]([C:5]1[CH:10]=[CH:9][CH:8]=[C:7]([Cl:11])[CH:6]=1)[OH:4].O=[C:13]([CH3:30])[CH2:14][O:15][C:16]1[CH:17]=[C:18]([C:26]([O:28][CH3:29])=[O:27])[C:19](=[CH:24][CH:25]=1)[C:20]([O:22][CH3:23])=[O:21].C1C=CC=CC=1.[BH4-].[Na+]>CO>[CH3:29][O:28][C:26]([C:18]1[CH:17]=[C:16]([CH:25]=[CH:24][C:19]=1[C:20]([O:22][CH3:23])=[O:21])[O:15][CH2:14][CH:13]([NH:1][CH2:2][CH:3]([C:5]1[CH:10]=[CH:9][CH:8]=[C:7]([Cl:11])[CH:6]=1)[OH:4])[CH3:30])=[O:27] |f:3.4|. Reported procedure: Following a procedure similar to that described in Example 6, but using 2 g of 2-amino-1-(3-chlorophenyl)ethanol (prepared as described in Preparation 8), 3.73 g of dimethyl 4-(2-oxopropoxy)phthalate (prepared as described in Preparation 54), 70 ml of benzene, 60 ml of absolute methanol and 1.32 g of sodium borohydride, the title compound was obtained having an Rf=0.29 (thin layer chromatography over silica gel, using ethyl acetate as the developing solvent).